This data is from the Open Reaction Database (ORD), a public repository of structured organic reaction records. The task is: describe an organic reaction: reactants, conditions, products, and yield The reactants are ClC=1N=C(C2=C(N1)SC(=N2)I)N2CCOCC2 (4-(5-chloro-2-iodothiazolo[5,4-d]pyrimidin-7-yl)morpholine), CS(=O)(=O)NC=1C=C(C=CC1)B(O)O (3-(methylsulfonylamino)phenylboronic acid). The product is ClC=1N=C(C2=C(N1)SC(=N2)C=2C=C(C=CC2)NS(=O)(=O)C)N2CCOCC2 (3-(5-chloro-7-morpholinothiazolo[5,4-d]pyrimidin-2-yl)-N-methylsulfonylbenzenamine). RXN SMILES: [Cl:1][C:2]1[N:3]=[C:4]([N:12]2[CH2:17][CH2:16][O:15][CH2:14][CH2:13]2)[C:5]2[N:10]=[C:9](I)[S:8][C:6]=2[N:7]=1.[CH3:18][S:19]([NH:22][C:23]1[CH:24]=[C:25](B(O)O)[CH:26]=[CH:27][CH:28]=1)(=[O:21])=[O:20]>>[Cl:1][C:2]1[N:3]=[C:4]([N:12]2[CH2:17][CH2:16][O:15][CH2:14][CH2:13]2)[C:5]2[N:10]=[C:9]([C:27]3[CH:28]=[C:23]([NH:22][S:19]([CH3:18])(=[O:20])=[O:21])[CH:24]=[CH:25][CH:26]=3)[S:8][C:6]=2[N:7]=1. Procedure details: 4-(5-Chloro-2-iodothiazolo[5,4-d]pyrimidin-7-yl)morpholine 18 was reacted with 3-(methylsulfonylamino)phenylboronic acid via General Procedure A to give crude 3-(5-chloro-7-morpholinothiazolo[5,4-d]pyrimidin-2-yl)-N-methylsulfonylbenzenamine, which was then reacted with 5-(4,4,5,5-tetramethyl-1,3,2-dioxaborolan-2-yl)pyrimidin-2-amine via General Procedure A again to give 121 after purification by reverse HPLC. MS (Q1) 485 (M+) Reactants: C(#N)C=1C(NC(=C(C1)C1=CC=C(C=C1)S(=O)C)C)=O (3-cyano-6-methyl-5-[4-(methylsulfinyl)phenyl]-2(1H)-pyridinone), OO (hydrogen peroxide), 4-(methylsulfinyl)phenyl, methylsulfinyl, OO (hydrogen peroxide). Conditions: time 1 hour. The reagents and catalysts are O[W](=O)(=O)O (tungstic acid). The solvent is C(C)(=O)O (acetic acid), C(C)(=O)O (acetic acid). The product is 4-(methylsulfonyl)phenyl, C(#N)C=1C(NC(=C(C1)C1=CC=C(C=C1)S(=O)(=O)C)C)=O (3-cyano-6-methyl-5-[4-(methylsulfonyl)phenyl]-2(1H)-pyridinone). The yield is 82.6%. Reaction SMILES: [C:1]([C:3]1[C:4](=[O:19])[NH:5][C:6]([CH3:18])=[C:7]([C:9]2[CH:14]=[CH:13][C:12]([S:15]([CH3:17])=[O:16])=[CH:11][CH:10]=2)[CH:8]=1)#[N:2].[OH:20]O>C(O)(=O)C.O[W](O)(=O)=O>[C:1]([C:3]1[C:4](=[O:19])[NH:5][C:6]([CH3:18])=[C:7]([C:9]2[CH:14]=[CH:13][C:12]([S:15]([CH3:17])(=[O:20])=[O:16])=[CH:11][CH:10]=2)[CH:8]=1)#[N:2]. Procedure: The above 4-(methylsulfonyl)phenyl compound also was prepared from the corresponding 4-(methylsulfinyl)phenyl compound as follows: to a stirred warm solution containing 0.8 g of 3-cyano-6-methyl-5-[4-(methylsulfinyl)phenyl]-2(1H)-pyridinone in 30 ml of glacial acetic acid was added 500 ml tungstic acid and to the resulting stirred solution was added dropwise over a period of 2 minutes a solution containing 0.102 g of hydrogen peroxide in acetic acid (32.97 mg/ml/3.1 ml) and the resulting reactio... The reactants are CCOC(=O)c1oc2c(C(C)(C)C)cc(C(C)(C)C)c(O)c2c1C, CO, [K+], [OH-], O. RXN SMILES: [CH3:1][c:2]1[c:3]([C:20](=[O:21])[O:22][CH2:23][CH3:24])[o:4][c:5]2[c:6]1[c:7]([OH:19])[c:8]([C:15]([CH3:16])([CH3:17])[CH3:18])[cH:9][c:10]2[C:11]([CH3:12])([CH3:13])[CH3:14].[CH3:28][OH:29].[K+:26].[OH-:25].[OH2:27]>>[CH3:1][c:2]1[c:3]([C:20](=[O:21])[OH:22])[o:4][c:5]2[c:6]1[c:7]([OH:19])[c:8]([C:15]([CH3:16])([CH3:17])[CH3:18])[cH:9][c:10]2[C:11]([CH3:12])([CH3:13])[CH3:14]. The product is Cc1c(C(=O)O)oc2c(C(C)(C)C)cc(C(C)(C)C)c(O)c12. The reactants are C(CC)=O (propionaldehyde), N(C1=CC=CC=C1)C=1N(C2=NC(=C(C=C2C(C1)=O)F)Cl)C1=CC=CC=C1 (2-anilino-7-chloro-6-fluoro-1-phenyl-1,8-naphthyridin-4(1H)-one), [Li]N1C(CCCC1(C)C)(C)C (LTMP), N1CCCCC1 (piperidine), [Li]CCCC (n-BuLi). The solvent is C1CCOC1 (THF). Reaction conditions: temperature 0 celsius, time 2 hour. Product: N(C1=CC=CC=C1)C=1N(C2=NC(=C(C(=C2C(C1)=O)C(CC)O)F)Cl)C1=CC=CC=C1 (2-anilino-7-chloro-6-fluoro-5-(1-hydroxypropyl)-1-phenyl-1,8-naphthyridin-4(1H)-one). Isolated yield 103.3%. RXN SMILES: [NH:1]([C:8]1[N:9]([C:21]2[CH:26]=[CH:25][CH:24]=[CH:23][CH:22]=2)[C:10]2[C:15]([C:16](=[O:18])[CH:17]=1)=[CH:14][C:13]([F:19])=[C:12]([Cl:20])[N:11]=2)[C:2]1[CH:7]=[CH:6][CH:5]=[CH:4][CH:3]=1.[Li]N1C(C)(C)CCCC1(C)C.N1CCCCC1.[Li]CCCC.[CH:49](=[O:52])[CH2:50][CH3:51]>C1COCC1>[NH:1]([C:8]1[N:9]([C:21]2[CH:26]=[CH:25][CH:24]=[CH:23][CH:22]=2)[C:10]2[C:15]([C:16](=[O:18])[CH:17]=1)=[C:14]([CH:49]([OH:52])[CH2:50][CH3:51])[C:13]([F:19])=[C:12]([Cl:20])[N:11]=2)[C:2]1[CH:7]=[CH:6][CH:5]=[CH:4][CH:3]=1. Reported procedure: A −40° C. solution of 2-anilino-7-chloro-6-fluoro-1-phenyl-1,8-naphthyridin-4(1H)-one (100 mg, 0.274 mmol) in THF (10 mL) was treated with LTMP (1.10 mmol, freshly prepared by mixing 2,2,6,6-Tetramnethyl piperidine and n-BuLi at 0° C. for 30 min.). The mixture was then allowed to warm to 0° C. for 2 h. The reaction mixture was cooled to −30° C. and propionaldehyde (159 mg, 2.74 mmol) was added. The reaction was stiffed at −30° C. for 2 h before it was slowly quenched with saturated aqueous NH4Cl... Starting materials: C(C1=CC=CC=C1)N([C@H](CCO)C=1C=NC(=CC1)C)[C@@H](C)C1=CC=CC=C1 ((R)-3-(benzyl((S)-1-phenylethyl)amino)-3-(6-methylpyridin-3-yl)propan-1-ol), CC(=O)O (AcOH), C(=O)[O-].[NH4+] (HCOONH4). Reagents/catalysts: [OH-].[OH-].[Pd+2] (Pd(OH)2). The solvent is CO (MeOH). Run at time 1 hour. Yields the product N[C@H](CCO)C=1C=NC(=CC1)C ((R)-3-amino-3-(6-methylpyridin-3-yl)propan-1-ol). Reaction SMILES: C([N:8]([C@H](C1C=CC=CC=1)C)[C@@H:9]([C:13]1[CH:14]=[N:15][C:16]([CH3:19])=[CH:17][CH:18]=1)[CH2:10][CH2:11][OH:12])C1C=CC=CC=1.CC(O)=O.C([O-])=O.[NH4+]>CO.[OH-].[OH-].[Pd+2]>[NH2:8][C@@H:9]([C:13]1[CH:14]=[N:15][C:16]([CH3:19])=[CH:17][CH:18]=1)[CH2:10][CH2:11][OH:12] |f:2.3,5.6.7|. Reported procedure: To a solution of (R)-3-(benzyl((S)-1-phenylethyl)amino)-3-(6-methylpyridin-3-yl)propan-1-ol (2.1 g, 5.83 mmol) in HPLC MeOH (40 mL), were added AcOH (0.34 mL, 5.8 mmol), Pd(OH)2 (0.42 g) and HCOONH4 (1.8 g, 29.16 mmol) and was heated to reflux. After 1 h, the reaction mixture was filtered through a Celite pad and the filtrate was concentrated in vacuo to afford a residue. Purification of the residue by column chromatography (neutral Al2O3, aq. NH3/MeOH/CH2Cl2, 1:20:80) afforded the title compoun... Starting materials: CC(C)(C)O, CC=C(C)C, [O-][Cl+][O-], CCCCCOc1ccc(Cn2c(C)nc(Cl)c2C=O)c(Cl)c1, Cl, [Na+], [Na+], O, O=P([O-])(O)O. Product: CCCCCOc1ccc(Cn2c(C)nc(Cl)c2C(=O)O)c(Cl)c1. As a reaction SMILES: [C:40]([OH:41])([CH3:42])([CH3:43])[CH3:44].[CH3:24][C:25](=[CH:26][CH3:27])[CH3:28].[Cl+:35]([O-:36])[O-:37].[Cl:1][c:2]1[n:3][c:4]([CH3:23])[n:5]([CH2:9][c:10]2[c:11]([Cl:22])[cH:12][c:13]([O:16][CH2:17][CH2:18][CH2:19][CH2:20][CH3:21])[cH:14][cH:15]2)[c:6]1[CH:7]=[O:8].[ClH:39].[Na+:29].[Na+:38].[OH2:45].[OH:30][P:31](=[O:32])([O-:33])[OH:34]>>[Cl:1][c:2]1[n:3][c:4]([CH3:23])[n:5]([CH2:9][c:10]2[c:11]([Cl:22])[cH:12][c:13]([O:16][CH2:17][CH2:18][CH2:19][CH2:20][CH3:21])[cH:14][cH:15]2)[c:6]1[C:7](=[O:8])[OH:30]. Starting materials: FC1=C(C=2CCC(C2C=C1)=COC)C#N (5-Fluoro-1-(methoxymethylidene)-2,3-dihydro-1H-indene-4-carbonitrile), B(Br)(Br)Br (BBr3). Run in C(Cl)Cl (DCM), C(Cl)Cl (DCM). Run at time 15 minute. The product is FC1=C(C=2CCC(C2C=C1)C=O)C#N (5-Fluoro-1-formyl-2,3-dihydro-1H-indene-4-carbonitrile). As a reaction SMILES: [F:1][C:2]1[CH:10]=[CH:9][C:8]2[C:7](=[CH:11][O:12]C)[CH2:6][CH2:5][C:4]=2[C:3]=1[C:14]#[N:15].B(Br)(Br)Br>C(Cl)Cl>[F:1][C:2]1[CH:10]=[CH:9][C:8]2[CH:7]([CH:11]=[O:12])[CH2:6][CH2:5][C:4]=2[C:3]=1[C:14]#[N:15]. Procedure: A solution of 5-Fluoro-1-(methoxymethylidene)-2,3-dihydro-1H-indene-4-carbonitrile (10 mg, 0.049 mmol) in DCM was cooled to −78° C. To this solution was dropped BBr3 (0.492 ml, 0.492 mmol). The mixture was allowed to stir for 15 minutes, and then it was diluted with DCM (10 mL), washed with NaHCO3, dried over Na2SO4, and concentrated. The residue was used directly in the next step. Starting materials: C1CCOC1, COC(=O)NS([NH3+])(=O)=O, NC(=O)c1cc(Cl)ccc1-n1cnnn1, [OH-], O. The product is N#Cc1cc(Cl)ccc1-n1cnnn1. RXN SMILES: [CH2:27]1[O:28][CH2:29][CH2:30][CH2:31]1.[CH3:17][O:18][C:19]([NH:20][S:21]([NH3+:22])(=[O:23])=[O:24])=[O:25].[Cl:1][c:2]1[cH:3][cH:4][c:5](-[n:11]2[n:12][n:13][n:14][cH:15]2)[c:6]([C:7](=[O:8])[NH2:9])[cH:10]1.[OH-:16].[OH2:26]>>[Cl:1][c:2]1[cH:3][cH:4][c:5](-[n:11]2[n:12][n:13][n:14][cH:15]2)[c:6]([C:7]#[N:9])[cH:10]1.